Dataset: the Open Reaction Database (ORD), a public repository of structured organic reaction records. Task: describe an organic reaction: reactants, conditions, products, and yield Starting materials: C([O-])([O-])=O.[K+].[K+] (Potassium carbonate), C(C)(=O)OC\1C(CCC(CC(=O)OC(C(/C=C1)C)\C(=C\C=C\C(CC1C(C(C(CC)OC(C2=CC=CC=C2)=O)C)O1)C)\C)O[Si](CC)(CC)CC)(C)OC(C)OCC ((8E,12E,14E)-7-acetoxy-21-benzoyloxy-6-(1-ethoxyethoxy)-6,10,12,16,20-pentamethyl-3-triethylsiloxy-18,19-epoxytricosa-8,12,14-trien-11-olide), C(C)(=O)O (Acetic acid). The solvent is CO (methanol). Reaction conditions: temperature 0 celsius, time 3.5 hour. Product: C(C1=CC=CC=C1)(=O)OC(C(C1C(CC(/C=C/C=C(/C2C(/C=C/C(C(CCC(CC(=O)O2)O[Si](CC)(CC)CC)(C)OC(C)OCC)O)C)\C)C)O1)C)CC ((8E,12E,14E)-21-benzoyloxy-6-(1-ethoxyethoxy)-7-hydroxy-6,10,12,16,20-pentamethyl-3-triethylsiloxy-18,19-epoxytricosa-8,12,14-trien-11-olide). Isolated yield 71.9%. As a reaction SMILES: C([O:4][CH:5]1[C:6]([O:53][CH:54]([O:56][CH2:57][CH3:58])[CH3:55])([CH3:52])[CH2:7][CH2:8][CH:9]([O:44][Si:45]([CH2:50][CH3:51])([CH2:48][CH3:49])[CH2:46][CH3:47])[CH2:10][C:11]([O:13][CH:14](/[C:19](/[CH3:43])=[CH:20]/[CH:21]=[CH:22]/[CH:23]([CH3:42])[CH2:24][CH:25]2[O:41][CH:26]2[CH:27]([CH3:40])[CH:28]([O:31][C:32](=[O:39])[C:33]2[CH:38]=[CH:37][CH:36]=[CH:35][CH:34]=2)[CH2:29][CH3:30])[CH:15]([CH3:18])[CH:16]=[CH:17]1)=[O:12])(=O)C.C(=O)([O-])[O-].[K+].[K+].C(O)(=O)C>CO>[C:32]([O:31][CH:28]([CH2:29][CH3:30])[CH:27]([CH3:40])[CH:26]1[O:41][CH:25]1[CH2:24][CH:23]([CH3:42])/[CH:22]=[CH:21]/[CH:20]=[C:19](\[CH3:43])/[CH:14]1[O:13][C:11](=[O:12])[CH2:10][CH:9]([O:44][Si:45]([CH2:48][CH3:49])([CH2:46][CH3:47])[CH2:50][CH3:51])[CH2:8][CH2:7][C:6]([O:53][CH:54]([O:56][CH2:57][CH3:58])[CH3:55])([CH3:52])[CH:5]([OH:4])[CH:17]=[CH:16][CH:15]1[CH3:18])(=[O:39])[C:33]1[CH:34]=[CH:35][CH:36]=[CH:37][CH:38]=1 |f:1.2.3|. Procedure details: (8E,12E,14E)-7-acetoxy-21-benzoyloxy-6-(1-ethoxyethoxy)-6,10,12,16,20-pentamethyl-3-triethylsiloxy-18,19-epoxytricosa-8,12,14-trien-11-olide (89.1 mg, 108 μmol) was dissolved in methanol (3 mL), and the solution was cooled to 0° C. Potassium carbonate (30.2 mg, 219 μmol) was added to the reaction solution. The reaction solution was warmed to room temperature, and stirred at the same temperature for 3.5 hours. Acetic acid (12.3 μL, 215 μmol) was added to the reaction solution, and then the soluti... The reactants are BrCC1CC=2C(=C3C=CC(NC3=C(C2)C)=O)O1 (2-bromomethyl-5-methyl-2,3,6,7-tetrahydrofuro-[2,3-f]quinoline-7-one), [S-]C#N.[K+] (potassium thiocyanate). The solvent is CN(C=O)C (dimethylformamide). Run at temperature 100 celsius, time 5 hour. Product: CC=1C=C2C(=C3C=CC(NC13)=O)OC(C2)SC#N (5-Methyl-2-thiocyanato-2,3,6,7-tetrahydrofuro-[2,3-f]quinoline-7-one). The yield is 88.2%. Reaction SMILES: BrC[CH:3]1[O:17][C:6]2=[C:7]3[C:12](=[C:13]([CH3:15])[CH:14]=[C:5]2[CH2:4]1)[NH:11][C:10](=[O:16])[CH:9]=[CH:8]3.[S-:18][C:19]#[N:20].[K+]>CN(C)C=O>[CH3:15][C:13]1[CH:14]=[C:5]2[CH2:4][CH:3]([S:18][C:19]#[N:20])[O:17][C:6]2=[C:7]2[C:12]=1[NH:11][C:10](=[O:16])[CH:9]=[CH:8]2 |f:1.2|. Reported procedure: A mixture of 2-bromomethyl-5-methyl-2,3,6,7-tetrahydrofuro-[2,3-f]quinoline-7-one (0.882 g), potassium thiocyanate (2.915 g) and dimethylformamide (40 ml) was stirred in a hot bath at 100° C. for 5 hours. The solvent was distilled off under reduced pressure. The residue was combined with water and extracted with chloroform. The chloroform extract liquid was washed with water, dried and condensed. The residue was crystallized from chloroform--n-hexane to obtain 0.683 g of the title compound as wh... Starting materials: O=C([O-])O, CCO, N#Cc1ncc(Cl)c(OCC(F)(F)F)c1Cl, Cl, NO, [Na+]. The product is NC(=O)c1ncc(Cl)c(OCC(F)(F)F)c1Cl. As a reaction SMILES: [C:1]([O-:2])(=[O:3])[OH:4].[CH3:25][CH2:26][OH:27].[Cl:9][c:10]1[c:11]([C:23]#[N:24])[n:12][cH:13][c:14]([Cl:22])[c:15]1[O:16][CH2:17][C:18]([F:19])([F:20])[F:21].[ClH:6].[NH2:7][OH:8].[Na+:5]>>[O:2]=[C:23]([c:11]1[c:10]([Cl:9])[c:15]([O:16][CH2:17][C:18]([F:19])([F:20])[F:21])[c:14]([Cl:22])[cH:13][n:12]1)[NH2:24]. Starting materials: C1=CC(=CC=C1[N+](=O)[O-])O (p-nitrophenol), C1(=CC=CC=C1)P(C1=CC=CC=C1)C1=CC=CC=C1 (triphenyl phosphine), OCCN1CCCC1 (1-(2-hydroxyethyl)pyrrolidine), N(=NC(=O)OCC)C(=O)OCC (diethyl azodicarboxylate). The solvent is C1CCOC1 (THF). Reaction conditions: temperature 0 celsius, time 30 minute. Product: N1(CCCC1)CCOC1=CC=C(C=C1)[N+](=O)[O-] (4-[2-(1-Pyrrolidinyl)ethoxy]-1-nitrobenzene). Isolated yield 44.4%. As a reaction SMILES: [CH:1]1[C:6]([N+:7]([O-:9])=[O:8])=[CH:5][CH:4]=[C:3]([OH:10])[CH:2]=1.C1(P(C2C=CC=CC=2)C2C=CC=CC=2)C=CC=CC=1.N(C(OCC)=O)=NC(OCC)=O.O[CH2:43][CH2:44][N:45]1[CH2:49][CH2:48][CH2:47][CH2:46]1>C1COCC1>[N:45]1([CH2:44][CH2:43][O:10][C:3]2[CH:4]=[CH:5][C:6]([N+:7]([O-:9])=[O:8])=[CH:1][CH:2]=2)[CH2:49][CH2:48][CH2:47][CH2:46]1. Procedure details: A solution of 10 g of p-nitrophenol (72 mmol) in 100 mL dry THF was treated with 28.28 g (108 mmol) of triphenyl phosphine. The solution was cooled to 0° C. then treated with 18.78 g (108 mmol) diethyl azodicarboxylate. After stirring for 30 min at 0° C., 12.4 g (108 mmol) 1-(2-hydroxyethyl)pyrrolidine was added. The cooling bath was removed and the reaction allowed to stir overnight at ambient temperature. EtOAc was added (300 mL) and the mixture was extracted twice with 200 mL 1 N H2SO4. The c... Reactants: CCOC(=O)c1cnn(C2CCOC2)c1-c1ccc(Br)cc1Cl, CCO, [Na+], [OH-], O. Yields the product O=C(O)c1cnn(C2CCOC2)c1-c1ccc(Br)cc1Cl. RXN SMILES: [Br:1][c:2]1[cH:3][c:4]([Cl:23])[c:5](-[c:8]2[c:9]([C:18](=[O:19])[O:20][CH2:21][CH3:22])[cH:10][n:11][n:12]2[CH:13]2[CH2:14][O:15][CH2:16][CH2:17]2)[cH:6][cH:7]1.[CH3:26][CH2:27][OH:28].[Na+:25].[OH-:24].[OH2:29]>>[Br:1][c:2]1[cH:3][c:4]([Cl:23])[c:5](-[c:8]2[c:9]([C:18](=[O:19])[OH:20])[cH:10][n:11][n:12]2[CH:13]2[CH2:14][O:15][CH2:16][CH2:17]2)[cH:6][cH:7]1. The reactants are NC1=NC=CC=C1OCC1=C(C=CC=C1F)F (2-amino-3-(2,6-difluorobenzyloxy)pyridine), Cl.CC1=C(C=CC=C1)CC(OCC)=N (ethyl 2methylphenylacetimidate hydrochloride). Solvent: C(C)O (ethanol). Product: Cl.FC1=C(COC=2C(=NC=CC2)NC(CC2=C(C=CC=C2)C)=N)C(=CC=C1)F (N-(3-(2,6-Difluorobenzyloxy)-2-pyridyl)-2-methylphenylacetamidine hydrochloride). Yield: 2.2%. RXN SMILES: [NH2:1][C:2]1[C:7]([O:8][CH2:9][C:10]2[C:15]([F:16])=[CH:14][CH:13]=[CH:12][C:11]=2[F:17])=[CH:6][CH:5]=[CH:4][N:3]=1.[ClH:18].[CH3:19][C:20]1[CH:25]=[CH:24][CH:23]=[CH:22][C:21]=1[CH2:26][C:27](=[NH:31])OCC>C(O)C>[ClH:18].[F:17][C:11]1[CH:12]=[CH:13][CH:14]=[C:15]([F:16])[C:10]=1[CH2:9][O:8][C:7]1[C:2]([NH:1][C:27](=[NH:31])[CH2:26][C:21]2[CH:22]=[CH:23][CH:24]=[CH:25][C:20]=2[CH3:19])=[N:3][CH:4]=[CH:5][CH:6]=1 |f:1.2,4.5|. Reported procedure: A mixture of 2-amino-3-(2,6-difluorobenzyloxy)pyridine (4.72 g, 20 mmol) and ethyl 2methylphenylacetimidate hydrochloride (4.69 g, 22 mmol) in ethanol (80 ml) was heated under reflux for 2 hours. Evaporation of the solvent gave art oil which was purified by flash chromatography (chloroform/methanol) to obtain the product (0.18 g), m.p. 127°-135° C.